The task is: describe an organic reaction: reactants, conditions, products, and yield. This data is from the Open Reaction Database (ORD), a public repository of structured organic reaction records. As a reaction SMILES: [C:1]([O:5][C:6](=[O:17])[NH:7][C:8]1[CH:13]=[CH:12][C:11]([CH2:14]Br)=[CH:10][C:9]=1[CH3:16])([CH3:4])([CH3:3])[CH3:2].[C-:18]#[N:19].[Na+].C(OCC)(=O)C>CS(C)=O>[C:1]([O:5][C:6](=[O:17])[NH:7][C:8]1[CH:13]=[CH:12][C:11]([CH2:14][C:18]#[N:19])=[CH:10][C:9]=1[CH3:16])([CH3:4])([CH3:3])[CH3:2] |f:1.2|. The reactants are [C-]#N.[Na+] (sodium cyanide), C(C)(C)(C)OC(NC1=C(C=C(C=C1)CBr)C)=O (N-(4-bromomethyl-2-methylphenyl)carbamic acid t-butyl ester), C(C)(=O)OCC (ethyl acetate). Reported procedure: The compound (155.1 mg) obtained in Example 519 was dissolved in dimethyl sulfoxide (5 ml). To the solution, sodium cyanide (127 mg) was added and the mixture was heated at 50° C. under stirring for 10 min. To the resulting reaction mixture, ethyl acetate was added and the organic layer was washed with water twice, dried with anhydrous sodium sulfate and the solvent was distilled off under reduced pressure. The resulting residue was purified by silica gel column chromatography (eluent, n-hexane:... Conditions: temperature 50 celsius, time 10 minute. Yields the product C(C)(C)(C)OC(NC1=C(C=C(C=C1)CC#N)C)=O (N-(4-cyanomethyl-2-methylphenyl)carbamic acid t-butyl ester). Solvent: CS(=O)C (dimethyl sulfoxide). Yield: 61.1%. Starting materials: C(CCCC)Br (n-Pentylbromide), N1C=NC=C1 (imidazole). Run in CO (methanol), [OH-].[Na+] (sodium hydroxide). Conditions: temperature 20 celsius. Yields the product C(CCCC)N1C=NC=C1 (1-n-pentylimidazole). RXN SMILES: [CH2:1](Br)[CH2:2][CH2:3][CH2:4][CH3:5].[NH:7]1[CH:11]=[CH:10][N:9]=[CH:8]1>CO.[OH-].[Na+]>[CH2:1]([N:7]1[CH:11]=[CH:10][N:9]=[CH:8]1)[CH2:2][CH2:3][CH2:4][CH3:5] |f:3.4|. Procedure details: n-Pentylbromide (30 ml; 0.24 mole) was added dropwise to a stirred solution of imidazole (13.6 g; 0.2 mole) in a mixture of methanol (30 ml) and sodium hydroxide solution (30 ml, 10M) maintained at 20° C. When the addition was complete the reaction mixture was stirred and refluxed for 24 hours. The solvent was evaporated, the residue extracted with chloroform (2×50 ml) and the solid remaining removed by filtration. The chloroform solution (filtrate) was dried over magnesium sulphate and concentr... The reactants are ClC=1C=CC=2N(N1)C(=CN2)C(=O)C2=CC=C(C=C2)OC ((6-chloro-imidazo[1,2-b]pyridazin-3-yl)-(4-methoxy-phenyl)-methanone), C(C)[SiH](CC)CC (Triethylsilane), ice water, [BH4-].[Na+] (sodium borohydride), O (water). The solvent is C(C)O (ethanol). Reaction conditions: time 7 hour. Yields the product ClC=1C=CC=2N(N1)C(=CN2)CC2=CC=C(C=C2)OC (6-Chloro-3-(4-methoxy-benzyl)-imidazo-[1,2-b]-pyridazine). RXN SMILES: [Cl:1][C:2]1[CH:3]=[CH:4][C:5]2[N:6]([C:8]([C:11]([C:13]3[CH:18]=[CH:17][C:16]([O:19][CH3:20])=[CH:15][CH:14]=3)=O)=[CH:9][N:10]=2)[N:7]=1.[BH4-].[Na+].O.C([SiH](CC)CC)C>C(O)C>[Cl:1][C:2]1[CH:3]=[CH:4][C:5]2[N:6]([C:8]([CH2:11][C:13]3[CH:18]=[CH:17][C:16]([O:19][CH3:20])=[CH:15][CH:14]=3)=[CH:9][N:10]=2)[N:7]=1 |f:1.2|. Procedure: The compound (6-chloro-imidazo[1,2-b]pyridazin-3-yl)-(4-methoxy-phenyl)-methanone (Stage 3.2, 2.04 g, 7.1 mmol) was suspended in ethanol (20 mL) with sodium borohydride (140 mg, 3.6 mmol) and stirred at rt for 7 h. Then water was added and the precipitate formed was filtered off. The yellow solid obtained was dried and then dissolved in TFA (50 mL). Triethylsilane (2.85 mL, 17.7 mmol) was added to the solution and it was stirred at rt for 30 min. the RM was poured into ice water. It was extracte... Reactants: potassium tert.-butylate, ClC(C(=O)OC(C)(C)C)Cl (tert.-butyl dichloroacetate), CC(=O)C (acetone), O (water). Run in O1CCCC1 (tetrahydrofuran). Run at time 1 hour. Yields the product ClC1(C(=O)OC(C)(C)C)C(C)(C)O1 (tert.-butyl 2-chloro-2,3-epoxy-3-methyl-butanoate). Yield: 94.0%. As a reaction SMILES: Cl[CH:2]([Cl:10])[C:3]([O:5][C:6]([CH3:9])([CH3:8])[CH3:7])=[O:4].[CH3:11][C:12]([CH3:14])=[O:13].O>O1CCCC1>[Cl:10][C:2]1([O:13][C:12]1([CH3:14])[CH3:11])[C:3]([O:5][C:6]([CH3:7])([CH3:8])[CH3:9])=[O:4]. Reported procedure: A solution of 70.8 g of potassium tert.-butylate in 500 ml of tetrahydrofuran was added over 30 minutes under an inert atmosphere to 111 g of tert.-butyl dichloroacetate and 35.5 g of acetone at 0°C and after letting the mixture return to room temperature, the mixture was stirred for 1 hour and poured into iced water. The mixture was extracted with petroleum ether and the extract was washed twice with water and dried over sodium sulfate. 40 g of alumina were added thereto and after stirring, the... The reactants are ( s ), COC(=O)N1CC(C(CC1)C(=O)OCC)=O (ethyl 1-methoxycarbonyl-3-oxopiperidine-4-carboxylate), C(CO)O (ethylene glycol), C1(=CC=C(C=C1)S(=O)(=O)O)C (4-toluenesulfonic acid), C1=CC=CC=C1 (benzene), ( s ), ( m ), ( s ), ( s ). Run in O (water), C(C)(=O)OCC (ethyl acetate), C(Cl)Cl (methylene chloride). Yields the product C1COC(OCC)(C2C(CN(CC2)C(=O)OC)=O)O1 (Ethyl 1-methoxycarbonyl-3-oxopiperidine-4-carboxylate ethylene acetal). Reaction SMILES: [CH3:1][O:2][C:3]([N:5]1[CH2:10][CH2:9][CH:8]([C:11]([O:13][CH2:14][CH3:15])=O)[C:7](=[O:16])[CH2:6]1)=[O:4].[CH2:17]([OH:20])[CH2:18][OH:19].C1(C)C=CC(S(O)(=O)=O)=CC=1.C1C=CC=CC=1>C(OCC)(=O)C.C(Cl)Cl.O>[CH2:17]1[O:20][C:11]([CH:8]2[CH2:9][CH2:10][N:5]([C:3]([O:2][CH3:1])=[O:4])[CH2:6][C:7]2=[O:16])([O:13][CH2:14][CH3:15])[O:19][CH2:18]1. Procedure details: A mixture of ethyl 1-methoxycarbonyl-3-oxopiperidine-4-carboxylate (9.0 g; 39 mmol), ethylene glycol (100 ml), 4-toluenesulfonic acid (0.7 g), and benzene (500 ml) was refluxed for 6 days using a Dean-Stark water separator. The mixture was washed with aqueous sodium carbonate (300 ml; 1 M), water (300 ml), and saturated aqueous sodium chloride (300 ml). The organic phase was dried (K2CO3) and evaporated in vacuo to give 8.6 of an oil. CC [silica gel (Woelm 0.063-0.1 mm): 350 g; eluents: methylen... The reactants are COC1=C(C(=O)N)C(=CC=C1)OC (2,6-dimethoxybenzamide), Cl (HCl), C1(=CC=CC=C1)C (toluene), C(C(=O)Cl)(=O)Cl (oxalyl chloride). Run in O (water). Reaction conditions: temperature 60 celsius. The product is COC1=C(C(=O)N=C=O)C(=CC=C1)OC (2,6-Dimethoxybenzoylisocyanate). As a reaction SMILES: [CH3:1][O:2][C:3]1[CH:11]=[CH:10][CH:9]=[C:8]([O:12][CH3:13])[C:4]=1[C:5]([NH2:7])=[O:6].C1(C)C=CC=CC=1.C(Cl)(=O)[C:22](Cl)=[O:23].Cl>O>[CH3:13][O:12][C:8]1[CH:9]=[CH:10][CH:11]=[C:3]([O:2][CH3:1])[C:4]=1[C:5]([N:7]=[C:22]=[O:23])=[O:6]. Reported procedure: A 167 g. portion of 2,6-dimethoxybenzamide was slurried in 2 l. of toluene under a nitrogen atmosphere. To this solution was added 145 g. of oxalyl chloride over a one hour period. The solution was heated to 60° C. and maintained at this temperature overnight. HCl was allowed to escape while attempting to prevent water from condensing and going into the reaction mixture. Nitrogen was bubbled subsurface through a gas inlet tube while heating the reaction mixture at reflux (about 110° C.) for 11/2...